Dataset: the Open Reaction Database (ORD), a public repository of structured organic reaction records. Task: describe an organic reaction: reactants, conditions, products, and yield Starting materials: [C-]#N, CCOP(=O)(C#N)OCC, CCOC(=O)CCC1CCc2c(OC)cccc2C1=O, C1CCOC1, [Li+], CN(C)C=O, O. Product: CCOC(=O)CCC1=C(C#N)c2cccc(OC)c2CC1. As a reaction SMILES: [C-:31]#[N:32].[C:21](#[N:22])[P:23](=[O:24])([O:25][CH2:26][CH3:27])[O:28][CH2:29][CH3:30].[CH2:1]([CH3:2])[O:3][C:4](=[O:5])[CH2:6][CH2:7][CH:8]1[C:9](=[O:20])[c:10]2[cH:11][cH:12][cH:13][c:14]([O:18][CH3:19])[c:15]2[CH2:16][CH2:17]1.[CH2:35]1[O:36][CH2:37][CH2:38][CH2:39]1.[Li+:33].[O:40]=[CH:41][N:42]([CH3:43])[CH3:44].[OH2:34]>>[CH2:1]([CH3:2])[O:3][C:4](=[O:5])[CH2:6][CH2:7][C:8]1=[C:9]([C:21]#[N:22])[c:10]2[cH:11][cH:12][cH:13][c:14]([O:18][CH3:19])[c:15]2[CH2:16][CH2:17]1. The reactants are COC(C1=C(C=C(C=C1)N)O)=O (4-Amino-2-hydroxy-benzoic acid methyl ester). Run in CC(=O)O (HOAc). Yields the product C(C)(=O)O.COC(=O)C1C(CC(CC1)N)O (4-amino-2-hydroxy-cyclohexanecarboxylic acid methyl ester acetic acid salt). The yield is 93.2%. As a reaction SMILES: [CH3:1][O:2][C:3](=[O:12])[C:4]1[CH:9]=[CH:8][C:7]([NH2:10])=[CH:6][C:5]=1[OH:11]>CC(O)=O>[C:3]([OH:12])(=[O:2])[CH3:4].[CH3:1][O:2][C:3]([CH:4]1[CH2:9][CH2:8][CH:7]([NH2:10])[CH2:6][CH:5]1[OH:11])=[O:12] |f:2.3|. Reported procedure: 4-Amino-2-hydroxy-benzoic acid methyl ester (10 g) in 200 ml of HOAc was hydrogenated under 56 psi pressure at 60° C. for 42 h. The volatile was then removed. The residue was stirred in 50 ml of 4/1 of ether/EtOH and precipitate formed. Filtration gave 6.5 g of 4-amino-2-hydroxy-cyclohexanecarboxylic acid methyl ester acetic acid salt (m.p. 125.5–126.4° C.; M+: 173). The reactants are [Br-].C(C)OC(CCC[N+](C)(C)CC)=O (4-ethoxy-N-ethyl-N,N-dimethyl-4-oxo-1-butanaminium bromide). Run in O (water). Reaction conditions: time 0.5 hour. The product is C(C)[N+](CCCC(=O)[O-])(C)C (4-[ethyl(dimethyl)ammonio]butanoate). Yield: 417.2%. RXN SMILES: [Br-].C([O:4][C:5](=[O:14])[CH2:6][CH2:7][CH2:8][N+:9]([CH2:12][CH3:13])([CH3:11])[CH3:10])C>O>[CH2:12]([N+:9]([CH3:11])([CH3:10])[CH2:8][CH2:7][CH2:6][C:5]([O-:14])=[O:4])[CH3:13] |f:0.1|. Procedure details: A solution of 4-ethoxy-N-ethyl-N,N-dimethyl-4-oxo-1-butanaminium bromide (6b) (12.00 g, 44:7 mmol) in water (10 ml) was passed through Amberlite® IRA-410 (OH) ion exchange resin column (250 ml) eluting slowly (ca. 10 drops/min) with ethanol (TLC control). The eluate was evaporated and the residue (12 g) was dissolved in water (50 ml). To this solution DOWEX® 50WX8 ion exchange resin (5 g) was added and stirred at ambient temperature for 0.5 hours. The reaction mixture was filtered through celite... The reactants are OCC1SC2(SC1)CC(CCC2)CC(=O)OCC (ethyl 2-(hydroxymethyl)-1,4-dithiaspiro[4.5]decane-7-acetate), S(=O)(Cl)Cl (thionyl chloride). Run in C1=CC=CC=C1 (benzene). Yields the product ClCC1SC2(SC1)CC(CCC2)CC(=O)OCC (ethyl 2-(chloromethyl)-1,4-dithiaspiro[4.5]decane-7-acetate). Reaction SMILES: O[CH2:2][CH:3]1[CH2:7][S:6][C:5]2([CH2:12][CH2:11][CH2:10][CH:9]([CH2:13][C:14]([O:16][CH2:17][CH3:18])=[O:15])[CH2:8]2)[S:4]1.S(Cl)([Cl:21])=O>C1C=CC=CC=1>[Cl:21][CH2:2][CH:3]1[CH2:7][S:6][C:5]2([CH2:12][CH2:11][CH2:10][CH:9]([CH2:13][C:14]([O:16][CH2:17][CH3:18])=[O:15])[CH2:8]2)[S:4]1. Procedure details: The titled compound was prepared according to the procedure described in Example E using 6.2 g (0.021 mole) of the product of Example D and 2.75 g (0.025 mol) of thionyl chloride in benzene (60 ml). The crude product was chromatographed on silica gel using 5% ethyl acetate/hexane to give two sets of two racemates. The less polar pair of racemates weighed 0.62 g. The more polar pair of racemates weighed 1.3 g. Reactants: ClC1=CC(=C2C(=N1)N=C(N2)CC)C (5-chloro-2-ethyl-7-methylimidazo[4,5-b]pyridine), Br.CC(=O)O (HBr HOAc), [NH4+].[OH-] (NH4OH). Conditions: temperature 100 celsius. Product: BrC1=CC(=C2C(=N1)N=C(N2)CC)C (5-bromo-2-ethyl-7-methylimidazo[4,5-b]pyridine). As a reaction SMILES: Cl[C:2]1[N:7]=[C:6]2[N:8]=[C:9]([CH2:11][CH3:12])[NH:10][C:5]2=[C:4]([CH3:13])[CH:3]=1.[NH4+].[OH-].[BrH:16].CC(O)=O>>[Br:16][C:2]1[N:7]=[C:6]2[N:8]=[C:9]([CH2:11][CH3:12])[NH:10][C:5]2=[C:4]([CH3:13])[CH:3]=1 |f:1.2,3.4|. Procedure details: A mixture of 5-chloro-2-ethyl-7-methylimidazo[4,5-b]pyridine (22.2 g, 0.113 mol) in 30% HBr-HOAc was heated to 100° C. for 19 h. The mixture was poured onto ice, neutralized with NH4OH, extracted (5×EtOAc), and the organic layers were concentrated to afford 5-bromo-2-ethyl-7-methylimidazo[4,5-b]pyridine as a solid, after crystallization from EtOAc. The reactants are CCN=C=O, Cc1ccccc1, COc1cc(C(C)C)c(Oc2cnc(N)nc2N)cc1N. The product is CCNC(=O)Nc1cc(Oc2cnc(N)nc2N)c(C(C)C)cc1OC. RXN SMILES: [CH2:22]([CH3:23])[N:24]=[C:25]=[O:26].[CH3:27][c:28]1[cH:29][cH:30][cH:31][cH:32][cH:33]1.[NH2:1][c:2]1[c:3]([O:20][CH3:21])[cH:4][c:5]([CH:17]([CH3:18])[CH3:19])[c:6]([O:7][c:8]2[c:9]([NH2:15])[n:10][c:11]([NH2:14])[n:12][cH:13]2)[cH:16]1>>[NH:1]([c:2]1[c:3]([O:20][CH3:21])[cH:4][c:5]([CH:17]([CH3:18])[CH3:19])[c:6]([O:7][c:8]2[c:9]([NH2:15])[n:10][c:11]([NH2:14])[n:12][cH:13]2)[cH:16]1)[C:25]([NH:24][CH2:22][CH3:23])=[O:26]. Reactants: CC(C)(C)c1ccc(NC(=O)c2ccc(N3CCNCC3)nc2)cc1, CC(C)(C)c1cccc(NC(=O)c2ccc(N3CCN(C(=O)C4CCC(C(=O)O)CC4)CC3)nc2)c1, COC(=O)C1CCC(C(=O)O)CC1. Product: COC(=O)C1CCC(C(=O)N2CCN(c3ccc(C(=O)Nc4ccc(C(C)(C)C)cc4)cn3)CC2)CC1. Reaction SMILES: [C:1]([CH3:2])([CH3:3])([CH3:4])[c:5]1[cH:6][cH:7][c:8]([NH:11][C:12]([c:13]2[cH:14][n:15][c:16]([N:19]3[CH2:20][CH2:21][NH:22][CH2:23][CH2:24]3)[cH:17][cH:18]2)=[O:25])[cH:9][cH:10]1.[C:39]([c:40]1[cH:41][c:42]([NH:43][C:44]([c:45]2[cH:46][cH:47][c:48]([N:49]3[CH2:50][CH2:51][N:52]([C:53]([CH:54]4[CH2:55][CH2:56][CH:57]([C:58]([OH:59])=[O:60])[CH2:61][CH2:62]4)=[O:63])[CH2:64][CH2:65]3)[n:66][cH:67]2)=[O:68])[cH:69][cH:70][cH:71]1)([CH3:72])([CH3:73])[CH3:74].[CH3:26][O:27][C:28](=[O:29])[CH:30]1[CH2:31][CH2:32][CH:33]([C:36](=[O:37])[OH:38])[CH2:34][CH2:35]1>>[C:1]([CH3:2])([CH3:3])([CH3:4])[c:5]1[cH:6][cH:7][c:8]([NH:11][C:12]([c:13]2[cH:14][n:15][c:16]([N:19]3[CH2:20][CH2:21][N:22]([C:36]([CH:33]4[CH2:32][CH2:31][CH:30]([C:28]([O:27][CH3:26])=[O:29])[CH2:35][CH2:34]4)=[O:37])[CH2:23][CH2:24]3)[cH:17][cH:18]2)=[O:25])[cH:9][cH:10]1.